Dataset: the Open Reaction Database (ORD), a public repository of structured organic reaction records. Task: describe an organic reaction: reactants, conditions, products, and yield Starting materials: CI, CCO, [Cl-], N, [NH4+], [Na], O, O=c1[nH]c2c(n3ccnc13)C(=NO)c1ccccc1-2. Yields the product CON=C1c2ccccc2-c2[nH]c(=O)c3nccn3c21. RXN SMILES: [CH3:21][I:22].[CH3:27][CH2:28][OH:29].[Cl-:23].[NH3:25].[NH4+:24].[Na:1].[OH2:26].[OH:2][N:3]=[C:4]1[c:5]2[cH:6][cH:7][cH:8][cH:9][c:10]2-[c:11]2[nH:12][c:13](=[O:20])[c:14]3[n:15]([c:16]21)[cH:17][cH:18][n:19]3>>[O:2]([N:3]=[C:4]1[c:5]2[cH:6][cH:7][cH:8][cH:9][c:10]2-[c:11]2[nH:12][c:13](=[O:20])[c:14]3[n:15]([c:16]21)[cH:17][cH:18][n:19]3)[CH3:21]. Starting materials: C(C)(=O)NC=1C=C(C=O)C=CC1N(CC)CC (3-acetylamino-4-(N,N-diethylamino)benzaldehyde), [N+](=O)([O-])C (nitromethane), C(C)(=O)[O-].[NH4+] (ammonium acetate). Conditions: temperature 100 celsius. Yields the product C(C)N(CC)C1=C(C=C(C=C[N+](=O)[O-])C=C1)NC(C)=O (4-(N,N-diethyl)amino-β-nitro-3-acetylaminostyrene). Yield: 36.0%. Reaction SMILES: [C:1]([NH:4][C:5]1[CH:6]=[C:7]([CH:10]=[CH:11][C:12]=1[N:13]([CH2:16][CH3:17])[CH2:14][CH3:15])[CH:8]=O)(=[O:3])[CH3:2].C([O-])(=O)C.[NH4+].[N+:23]([CH3:26])([O-:25])=[O:24]>>[CH2:14]([N:13]([C:12]1[CH:11]=[CH:10][C:7]([CH:8]=[CH:26][N+:23]([O-:25])=[O:24])=[CH:6][C:5]=1[NH:4][C:1](=[O:3])[CH3:2])[CH2:16][CH3:17])[CH3:15] |f:1.2|. Procedure: A solution was prepared by dissolving 28 grams (0.12 mol) of 3-acetylamino-4-(N,N-diethylamino)benzaldehyde in 120 ml of nitromethane, and added with 4 grams of ammonium acetate. The mixture was heated at 100° C. for 5 hours under agitation. The reaction solution was then cooled on a dry ice-acetone bath until crystallization had been completed. The separated solid (crystal) was filtered off and dried in vacuum. The obtained product was recrystallized from acetonitrile for two times. An amount o... The reactants are C(C)OP(=O)(OCC)CC(=O)OC(C)(C)C (t-butyl diethylphosphonoacetate), [H-].[Na+] (sodium hydride), C(C1=CC=CC=C1)N1CCC(CC1)=O (1-benzyl-4-piperidone). Run in C1CCOC1 (THF), C1CCOC1 (THF). Conditions: time 20 minute. The product is C(C1=CC=CC=C1)N1CCC(CC1)=CC(=O)OC(C)(C)C (((1-Benzyl)piperidin-4-ylidene)acetic acid, t-butyl ester). The yield is 65.9%. As a reaction SMILES: C(OP([CH2:9][C:10]([O:12][C:13]([CH3:16])([CH3:15])[CH3:14])=[O:11])(OCC)=O)C.[H-].[Na+].[CH2:19]([N:26]1[CH2:31][CH2:30][C:29](=O)[CH2:28][CH2:27]1)[C:20]1[CH:25]=[CH:24][CH:23]=[CH:22][CH:21]=1>C1COCC1>[CH2:19]([N:26]1[CH2:31][CH2:30][C:29](=[CH:9][C:10]([O:12][C:13]([CH3:14])([CH3:15])[CH3:16])=[O:11])[CH2:28][CH2:27]1)[C:20]1[CH:25]=[CH:24][CH:23]=[CH:22][CH:21]=1 |f:1.2|. Procedure details: To a solution of 1.68 g of t-butyl diethylphosphonoacetate in 5 mL of THF was added 400 mg of sodium hydride (60% dispersion in mineral oil) at 0° C. The reaction was warmed to rt and stirred at rt for 20 min. To the resulting solution was added a solution of 1.05 g of 1-benzyl-4-piperidone in 5 mL of THF. The solution was refluxed for 3 h and cooled to rt. After quenching with aqueous NH4Cl, the aqueous phase was extracted with EtOAc (3×). The combined organic phases were dried over MgSO4 and c... The reactants are ClC1=C(C(=CC=C1)Cl)NC1=C(C=CC=C1)CC(=O)O (2-[(2,6-dichlorophenyl)amino]-benzeneacetic acid), C(=O)(N1C=NC=C1)N1C=NC=C1 (1,1'-carbonyl-diimidazole), O (water), Cl.O(C)N (methoxylamine hydrochloride). The solvent is C(Cl)Cl (CH2Cl2). Run at time 5 minute. Product: CONC(CC1=C(C=CC=C1)NC1=C(C=CC=C1Cl)Cl)=O (N-Methoxy-2-[(2,6-dichlorophenyl)amino]-benzeneacetamide). Reaction SMILES: [Cl:1][C:2]1[CH:7]=[CH:6][CH:5]=[C:4]([Cl:8])[C:3]=1[NH:9][C:10]1[CH:15]=[CH:14][CH:13]=[CH:12][C:11]=1[CH2:16][C:17]([OH:19])=O.C(N1C=CN=C1)(N1C=CN=C1)=O.Cl.[O:33]([NH2:35])[CH3:34].O>C(Cl)Cl>[CH3:34][O:33][NH:35][C:17](=[O:19])[CH2:16][C:11]1[CH:12]=[CH:13][CH:14]=[CH:15][C:10]=1[NH:9][C:3]1[C:2]([Cl:1])=[CH:7][CH:6]=[CH:5][C:4]=1[Cl:8] |f:2.3|. Procedure details: A warm solution of 2-[(2,6-dichlorophenyl)amino]-benzeneacetic acid (2.03 g; 7 mmol) in CH2Cl2 (100 mL) is treated with 1,1'-carbonyl-diimidazole (1.75 g; 11 mmol) and the mixture is stirred at room temperature for 5.0 minutes when a clear solution is obtained. The solution is then treated with methoxylamine hydrochloride (1.50 g; 18 mmol) and the reaction mixture stirred at room temperature for 108 hours. It is then decomposed with water, extracted with CH2Cl2, dried over Na2SO4 and then evapor... Reactants: COC1=CC=C(CNC2=NC=3C4=C(CCC3C=N2)C(=NN4C)C(=O)N)C=C1 (8-[(4-methoxybenzyl)amino]-1-methyl-4,5-dihydro-1H-pyrazolo[4,3-h]quinazoline-3-carboxamide), C(Cl)(Cl)Cl (chloroform). Solvent: [OH-].[NH4+] (ammonium hydroxide). Yields the product OC1=CC=C(CNC2=NC=3C4=C(CCC3C=N2)C(=NN4C)C(=O)N)C=C1 (8-[(4-Hydroxybenzyl)amino]-1-methyl-4,5-dihydro-1H-pyrazolo[4,3-h]quinazoline-3-carboxamide). Yield: 53.0%. Reaction SMILES: C[O:2][C:3]1[CH:27]=[CH:26][C:6]([CH2:7][NH:8][C:9]2[N:18]=[CH:17][C:16]3[CH2:15][CH2:14][C:13]4[C:19]([C:23]([NH2:25])=[O:24])=[N:20][N:21]([CH3:22])[C:12]=4[C:11]=3[N:10]=2)=[CH:5][CH:4]=1.C(Cl)(Cl)Cl>[OH-].[NH4+]>[OH:2][C:3]1[CH:27]=[CH:26][C:6]([CH2:7][NH:8][C:9]2[N:18]=[CH:17][C:16]3[CH2:15][CH2:14][C:13]4[C:19]([C:23]([NH2:25])=[O:24])=[N:20][N:21]([CH3:22])[C:12]=4[C:11]=3[N:10]=2)=[CH:5][CH:4]=1 |f:2.3|. Reported procedure: To a well stirred solution of 8-[(4-methoxybenzyl)amino]-1-methyl-4,5-dihydro-1H-pyrazolo[4,3-h]quinazoline-3-carboxamide (242 mg, 0.7 mmol) in chloroform (30 mL) boron tribromide (1M in dichloromethane, 5.12 ml, 5.1 mmol) was added dropwise over a 5 minutes period, at room temperature. The mixture was heated to reflux for 8 hours. A solution of 10% aqueous ammonium hydroxide (30 mL) was added dropwise at 0° C. over a 10 minutes period. A precipitate was formed and, after 2 hours, it was filtere... Yields the product C(C)(C)(C)OC(=O)NC1=NC(=NS1)C(C(=O)OCC)C(CCCCC)O (Ethyl α-(5-t-butoxycarbonylamino-1,2,4-thiadiazol-3-yl)-β-hydroxycaprylate). As a reaction SMILES: [C:1]([O:5][C:6]([NH:8][C:9]1[S:13][N:12]=[C:11]([CH2:14][C:15]([O:17][CH2:18][CH3:19])=[O:16])[N:10]=1)=[O:7])([CH3:4])([CH3:3])[CH3:2].[CH:20](=[O:26])[CH2:21][CH2:22][CH2:23][CH2:24][CH3:25]>>[C:1]([O:5][C:6]([NH:8][C:9]1[S:13][N:12]=[C:11]([CH:14]([CH:20]([OH:26])[CH2:21][CH2:22][CH2:23][CH2:24][CH3:25])[C:15]([O:17][CH2:18][CH3:19])=[O:16])[N:10]=1)=[O:7])([CH3:4])([CH3:3])[CH3:2]. Reactants: C(C)(C)(C)OC(=O)NC1=NC(=NS1)CC(=O)OCC (Ethyl α-(5-t-butoxycarbonylamino-1,2,4-thiadiazol-3-yl)acetate), C(CCCCC)=O (n-hexanal). Procedure: 1.0 g (3.5 mMol) of product from Example 28 were reacted with 1.26 ml (~10 mMol) of n-hexanal for 9 days in the manner described in Example 29. Yield of erythro/threo mixture of the title compound: 1.1 g (~80%). The reactants are BrC=1C=CC(=C(C1)C(C)=O)O (1-(5-bromo-2-hydroxyphenyl)ethanone), O1CC(CCC1)C=O (tetrahydro-2H-pyran-3-carbaldehyde), N1CCCC1 (pyrrolidine). The solvent is CO (MeOH). Product: BrC=1C=C2C(CC(OC2=CC1)C1COCCC1)=O (6-Bromo-2-tetrahydropyran-3-yl-chroman-4-one). Isolated yield 69.1%. As a reaction SMILES: [Br:1][C:2]1[CH:3]=[CH:4][C:5]([OH:11])=[C:6]([C:8](=[O:10])[CH3:9])[CH:7]=1.[O:12]1[CH2:17][CH2:16][CH2:15][CH:14]([CH:18]=O)[CH2:13]1.N1CCCC1>CO>[Br:1][C:2]1[CH:7]=[C:6]2[C:5](=[CH:4][CH:3]=1)[O:11][CH:18]([CH:14]1[CH2:15][CH2:16][CH2:17][O:12][CH2:13]1)[CH2:9][C:8]2=[O:10]. Reported procedure: A solution of 1-(5-bromo-2-hydroxyphenyl)ethanone (18 g, 83.70 mmol), tetrahydro-2H-pyran-3-carbaldehyde (9.55 g, 83.70 mmol) and pyrrolidine (6.95 mL, 83.70 mmol) in MeOH (125 mL) was heated to reflux for 4.5 h. The mixture was allowed to reach r.t. and concentrated. The residue was dissolved in EtOAc (150 mL) and washed with 1M NaOH (80 mL), 1M HCl (80 mL), and brine (80 mL) successively. The organic phase was concentrated, the residue was purified by flash chromatography with a gradient of 10... Reactants: CN1C(=NC=C1)COCC(CC(=O)OCC)=O (Ethyl 4-(1-methyl-2-imidazolylmethoxy)acetoacetate), C(C)(=O)[O-].[NH4+] (ammonium acetate), ClC1=C(C=C(C(=O)OC)C(=O)C)C=CC=C1 (methyl 2-(2-chlorobenzylidene)acetoacetate). Run in C(C)O (ethanol). Run at time 4 hour. Yields the product ClC1=C(C=CC=C1)C1C(=C(NC(=C1C(=O)OC)C)COCC=1N(C=CN1)C)C(=O)OCC (4-(2-Chlorophenyl)-3-ethoxycarbonyl-5-methoxycarbonyl-6-methyl-2-[(1-methyl-2-imidazolyl)methoxymethyl]-1,4-dihydropyridine). The yield is 4.4%. As a reaction SMILES: [CH3:1][N:2]1[CH:6]=[CH:5][N:4]=[C:3]1[CH2:7][O:8][CH2:9][C:10](=O)[CH2:11][C:12]([O:14][CH2:15][CH3:16])=[O:13].C([O-])(=O)C.[NH4+:22].[Cl:23][C:24]1[CH:38]=[CH:37][CH:36]=[CH:35][C:25]=1[CH:26]=[C:27]([C:32]([CH3:34])=O)[C:28]([O:30][CH3:31])=[O:29]>C(O)C>[Cl:23][C:24]1[CH:38]=[CH:37][CH:36]=[CH:35][C:25]=1[CH:26]1[C:27]([C:28]([O:30][CH3:31])=[O:29])=[C:32]([CH3:34])[NH:22][C:10]([CH2:9][O:8][CH2:7][C:3]2[N:2]([CH3:1])[CH:6]=[CH:5][N:4]=2)=[C:11]1[C:12]([O:14][CH2:15][CH3:16])=[O:13] |f:1.2|. Reported procedure: Ethyl 4-(1-methyl-2-imidazolylmethoxy)acetoacetate (crude, 12 g) and ammonium acetate (4 g) in ethanol (40 ml) were heated gently under reflux for 20 minutes. Then methyl 2-(2-chlorobenzylidene)acetoacetate (13 g) was added and heating under reflux was continued for 4 hours. The cooled reaction mixture was evaporated to dryness and the residue dissolved in toluene (150 ml) and washed with 10% sodium hydroxide solution to remove acetic acid. The toluene solution was extracted with 2N hydrochloric...